From a dataset of the Open Reaction Database (ORD), a public repository of structured organic reaction records. describe an organic reaction: reactants, conditions, products, and yield The reactants are C1(=CCCC1)C(=O)OC=1C(=C(C(=C(C1N)C#N)C)C1=CC=CC=C1)F (4-Amino-5-cyano-2-fluoro-6-methylbiphenyl-3-yl cyclopentenecarboxylate), C1(=CC=C(C=C1)S(=O)(=O)[O-])C.[NH+]1=CC=CC=C1 (pyridinium p-toluenesulfonate). Solvent: C=1(C(=CC=CC1)C)C (xylene). Product: C1(=CCCC1)C=1OC=2C(N1)=C(C(=C(C2F)C2=CC=CC=C2)C)C#N (2-(Cyclopent-1-en-1-yl)-7-fluoro-5-methyl-6-phenyl-1,3-benzoxazole-4-carbonitrile). Yield: 86.1%. As a reaction SMILES: [C:1]1([C:6]([O:8][C:9]2[C:10]([F:25])=[C:11]([C:19]3[CH:24]=[CH:23][CH:22]=[CH:21][CH:20]=3)[C:12]([CH3:18])=[C:13]([C:16]#[N:17])[C:14]=2[NH2:15])=O)[CH2:5][CH2:4][CH2:3][CH:2]=1.C1(C)C=CC(S([O-])(=O)=O)=CC=1.[NH+]1C=CC=CC=1>C1(C)C(C)=CC=CC=1>[C:1]1([C:6]2[O:8][C:9]3[C:14](=[C:13]([C:16]#[N:17])[C:12]([CH3:18])=[C:11]([C:19]4[CH:24]=[CH:23][CH:22]=[CH:21][CH:20]=4)[C:10]=3[F:25])[N:15]=2)[CH2:5][CH2:4][CH2:3][CH:2]=1 |f:1.2|. Procedure details: 4-Amino-5-cyano-2-fluoro-6-methylbiphenyl-3-yl cyclopentenecarboxylate (I-213) (180 mg, 0.54 mmol) was dissolved in xylene (50 ml), pyridinium p-toluenesulfonate (50 mg) was added, followed by heating under reflux for 5 hours. After cooling to room temperature, the solvent was evaporated away under reduced pressure. The resulting residue was diluted with ethyl acetate, and washed with saturated brine. The obtained organic layer was dried over anhydrous sodium sulfate, the solvent was evaporated ... Reactants: COc1cc2c(cc1OC)CN(C(=O)C1CCCN(C(=O)OC(C)(C)C)C1)CC2, CCOC(C)=O, Cl. Yields the product COc1cc2c(cc1OC)CN(C(=O)C1CCCNC1)CC2, Cl. RXN SMILES: [CH3:1][O:2][c:3]1[cH:4][c:5]2[c:10]([cH:11][c:12]1[O:13][CH3:14])[CH2:9][N:8]([C:15](=[O:16])[CH:17]1[CH2:18][N:19]([C:23]([O:24][C:25]([CH3:26])([CH3:27])[CH3:28])=[O:29])[CH2:20][CH2:21][CH2:22]1)[CH2:7][CH2:6]2.[CH3:31][CH2:32][O:33][C:34](=[O:35])[CH3:36].[ClH:30]>>[CH3:1][O:2][c:3]1[cH:4][c:5]2[c:10]([cH:11][c:12]1[O:13][CH3:14])[CH2:9][N:8]([C:15](=[O:16])[CH:17]1[CH2:18][NH:19][CH2:20][CH2:21][CH2:22]1)[CH2:7][CH2:6]2.[ClH:30]. Starting materials: C(C(=C)C)(=O)OCCOS(=O)(=O)C1=CC=C(C=C1)C (2-(toluene-4-sulfonyloxy)ethyl methacrylate), C(C(=C)C)(=O)OCC1CO1 (glycidyl methacrylate), 2,2-azobisisobutyronitrile, C(C=C)(=O)OCCO (2-hydroxyethyl acrylate), C(C(=C)C)(=O)OC (methyl methacrylate). Solvent: O1CCCC1 (tetrahydrofuran). Conditions: temperature 67.5 celsius. The product is C(C(=C)C)(=O)OCCOS(=O)(=O)C1=CC=C(C=C1)C.C(C=C)(=O)OCCO (2-(toluene-4-sulfonyloxy)ethyl methacrylate 2-hydroxyethyl acrylate). The yield is 65.0%. Reaction SMILES: [C:1]([O:6][CH2:7][CH2:8][O:9][S:10]([C:13]1[CH:18]=[CH:17][C:16]([CH3:19])=[CH:15][CH:14]=1)(=[O:12])=[O:11])(=[O:5])[C:2]([CH3:4])=[CH2:3].[C:20]([O:24][CH2:25][CH2:26][OH:27])(=[O:23])[CH:21]=[CH2:22].C(OC)(=O)C(C)=C.C(OCC1OC1)(=O)C(C)=C>O1CCCC1>[C:1]([O:6][CH2:7][CH2:8][O:9][S:10]([C:13]1[CH:18]=[CH:17][C:16]([CH3:19])=[CH:15][CH:14]=1)(=[O:11])=[O:12])(=[O:5])[C:2]([CH3:4])=[CH2:3].[C:20]([O:24][CH2:25][CH2:26][OH:27])(=[O:23])[CH:21]=[CH2:22] |f:5.6|. Procedure: In a 500 ml round-bottom flask was placed 0.3 mole of 2-(toluene-4-sulfonyloxy)ethyl methacrylate, 0.25 mole of 2-hydroxyethyl acrylate, 0.15 mole of methyl methacrylate, 0.3 mole of glycidyl methacrylate, 300 g of tetrahydrofuran (THF), and 0.1 g-3 g of 2,2-azobisisobutyronitrile (AIBN). The reaction mixture was heated at 60-75° C. for 5-20 hours. The product was precipitated in ethyl ether or n-hexan, filtered and dried to provide poly [2-(toluene-4-sulfonyloxy)ethyl methacrylate/2-hydroxyethy... The reactants are NC1=NNC=N1 (3-amino-1,2,4-triazole), C(C)(C)(C)[N+]#[C-] (tert-butylisonitrile), ClC1=C(C=O)C=CC=C1Cl (2,3-dichlorobenzaldehyde). Solvent: Cl(=O)(=O)(=O)O (perchloric acid). Product: C(C)(C)(C)NC1=C(N=C2N1NC=N2)C2=C(C(=CC=C2)Cl)Cl (tert-Butyl-[5-(2,3-dichloro-phenyl)-imidazo[1,2-b][1,2,4]triazol-6-yl]-amine). As a reaction SMILES: [NH2:1][C:2]1[N:6]=[CH:5][NH:4][N:3]=1.[C:7]([N+:11]#[C-:12])([CH3:10])([CH3:9])[CH3:8].[Cl:13][C:14]1[C:21]([Cl:22])=[CH:20][CH:19]=[CH:18][C:15]=1[CH:16]=O>Cl(O)(=O)(=O)=O>[C:7]([NH:11][C:12]1[N:3]2[NH:4][CH:5]=[N:6][C:2]2=[N:1][C:16]=1[C:15]1[CH:18]=[CH:19][CH:20]=[C:21]([Cl:22])[C:14]=1[Cl:13])([CH3:10])([CH3:9])[CH3:8]. Procedure: Compound 27 was prepared in accordance with the general synthesis instructions from 1.0 ml (0.1 mmol) 3-amino-1,2,4-triazole solution (0.1 M, MC), 0.575 ml (0.115 mmol) tert-butylisonitrile solution (0.2 M, MC), 0.500 ml (0.15 mmol) 2,3-dichlorobenzaldehyde solution (0.3 M, MC) and 10 μl perchloric acid (w=20%) in a substance library. Starting materials: CC1=NC=2N(C(=C1)S)N=CC2 (5-methylpyrazolo[1,5-a]pyrimidine-7-thiol), CC(=O)OCC1=C(N2[C@@H]([C@@H](C2=O)N)SC1)C(=O)O ((7R)-7-aminocephalosporanic acid), solution, B(F)(F)F (boron trifluoride), C(C)#N (acetonitrile). Product: CC(=CCCCCC)C(=O)O (oct-2-ene-2-carboxylic acid). RXN SMILES: [CH3:1][C:2]1[CH:7]=[C:6](S)N2N=CC=C2N=1.CC(OC[C:17]1[CH2:26]S[C@@H]2[C@H](N)C(=O)N2[C:18]=1[C:27]([OH:29])=[O:28])=O.B(F)(F)F.[C:34](#N)C>>[CH3:34][C:18]([C:27]([OH:29])=[O:28])=[CH:17][CH2:26][CH2:1][CH2:2][CH2:7][CH3:6]. Procedure details: 1.1 g of 5-methylpyrazolo[1,5-a]pyrimidine-7-thiol and 1.80 g of (7R)-7-aminocephalosporanic acid were stirred for 1 hour in 18 ml of a 20 percent solution of boron trifluoride in acetonitrile. The reaction mixture was concentrated, the residue was taken up in 15 ml of water, and the pH was adjusted to 2.5 with 2N sodium hydroxide solution. The precipitated product was filtered off under suction and dried. There was obtained (6R,7R)-7-amino-3-[[(5-methylpyrazolo[1,5-a]pyrimidin-7-yl)thio]methyl]... Reactants: Intermediate 31B, C(C)(C)(C)OC(=O)NC1=C2C=CC(=CC2=CC=C1)S(=O)(=O)O (5-(tert-butoxycarbonylamino)naphthalene-2-sulfonic acid), C(C)(C)(C)OC(=O)NC1=C2C=CC(=CC2=CC=C1)S(=O)(=O)O (5-(tert-butoxycarbonylamino)naphthalene-2-sulfonic acid), ClN1C(CCC1=O)=O (N-chlorosuccinimide). Yields the product NC1=C2C=CC(=CC2=C(C=C1)Cl)S(=O)(=O)O (5-Amino-8-chloronaphthalene-2-sulfonic acid). Yield: 100.1%. As a reaction SMILES: C(OC([NH:8][C:9]1[CH:18]=[CH:17][CH:16]=[C:15]2[C:10]=1[CH:11]=[CH:12][C:13]([S:19]([OH:22])(=[O:21])=[O:20])=[CH:14]2)=O)(C)(C)C.[Cl:23]N1C(=O)CCC1=O>>[NH2:8][C:9]1[CH:18]=[CH:17][C:16]([Cl:23])=[C:15]2[C:10]=1[CH:11]=[CH:12][C:13]([S:19]([OH:22])(=[O:21])=[O:20])=[CH:14]2. Reported procedure: Following a procedure analogous to that for the synthesis of Intermediate 31B, 5-(tert-butoxycarbonylamino)naphthalene-2-sulfonic acid (Intermediate 31A, 3.70 g, 11.44 mmol) and N-chlorosuccinimide (1.60 g, 12.01 mmol) were converted to the title compound (2.95 g, 90%). MS(ESI+) m/z 275.1 (M+NH4)+. Reactants: CCOC(=O)CP(=O)(OCC)OCC, COc1ccc(CCc2cnc3c(N)nc4cc(C=O)ccc4c3c2)c(C)c1. Yields the product CCOC(=O)C=Cc1ccc2c(c1)nc(N)c1ncc(CCc3ccc(OC)cc3C)cc12. RXN SMILES: [CH2:29]([O:30][P:31]([O:32][CH2:33][CH3:34])(=[O:35])[CH2:37][C:38](=[O:39])[O:40][CH2:41][CH3:42])[CH3:36].[NH2:1][c:2]1[n:3][c:4]2[c:5]([c:6]3[cH:7][c:8]([CH2:12][CH2:13][c:14]4[c:15]([CH3:22])[cH:16][c:17]([O:20][CH3:21])[cH:18][cH:19]4)[cH:9][n:10][c:11]13)[cH:23][cH:24][c:25]([CH:27]=[O:28])[cH:26]2>>[NH2:1][c:2]1[n:3][c:4]2[c:5]([c:6]3[cH:7][c:8]([CH2:12][CH2:13][c:14]4[c:15]([CH3:22])[cH:16][c:17]([O:20][CH3:21])[cH:18][cH:19]4)[cH:9][n:10][c:11]13)[cH:23][cH:24][c:25]([CH:27]=[CH:37][C:38](=[O:39])[O:40][CH2:41][CH3:42])[cH:26]2.